From a dataset of the Open Reaction Database (ORD), a public repository of structured organic reaction records. describe an organic reaction: reactants, conditions, products, and yield Reactants: N#Cc1ccc(CO)cc1, CCOCC, O=C=Nc1cccc2cnccc12. Yields the product N#Cc1ccc(COC(=O)Nc2cccc3cnccc23)cc1. RXN SMILES: [C:1](#[N:2])[c:3]1[cH:4][cH:5][c:6]([CH2:7][OH:8])[cH:9][cH:10]1.[CH3:24][CH2:25][O:26][CH2:27][CH3:28].[N:11](=[C:12]=[O:13])[c:14]1[c:15]2[cH:16][cH:17][n:18][cH:19][c:20]2[cH:21][cH:22][cH:23]1>>[C:1](#[N:2])[c:3]1[cH:4][cH:5][c:6]([CH2:7][O:8][C:12]([NH:11][c:14]2[c:15]3[cH:16][cH:17][n:18][cH:19][c:20]3[cH:21][cH:22][cH:23]2)=[O:13])[cH:9][cH:10]1. Reactants: IC=1C=NN(C1)[C@@H]1CC[C@H](CC1)O (trans-4-(4-Iodo-pyrazol-1-yl)-cyclohexanol), IC=1C=NN(C1)[C@@H]1CC[C@H](CC1)O (trans-4-(4-Iodo-pyrazol-1-yl)-cyclohexanol), C([O-])([O-])=O.[K+].[K+] (potassium carbonate), FC(C(=O)N1CCC(CC1)N1N=CC(=C1)C=1C=NC(=NC1)C1=CC(=CC=C1)C=1C=NN(C1)C)(F)F (2,2,2-Trifluoro-1-[4-(4-{2-[3-(1-methyl-1H-pyrazol-4-yl)-phenyl]-pyrimidin-5-yl}-pyrazol-1-yl)-piperidin-1-yl]-ethanone), FC(C(=O)N1CCC(CC1)N1N=CC(=C1)C=1C=NC(=NC1)C1=CC(=CC=C1)C=1C=NN(C1)C)(F)F (2,2,2-Trifluoro-1-[4-(4-{2-[3-(1-methyl-1H-pyrazol-4-yl)-phenyl]-pyrimidin-5-yl}-pyrazol-1-yl)-piperidin-1-yl]-ethanone), CC1(OB(OC1(C)C)B1OC(C(O1)(C)C)(C)C)C (4,4,5,5,4′,4′,5′,5′-Octamethyl-[2,2′]bi[[1,3,2]dioxaborolanyl]), C(C)(=O)[O-].[K+] (Potassium acetate). The reagents and catalysts are C1CCC(CC1)P(C2CCCCC2)C3CCCCC3.C1CCC(CC1)P(C2CCCCC2)C3CCCCC3.Cl[Pd]Cl (trans-Dichlorobis(tricyclohexylphosphine)palladium(II)), C1CCC(CC1)P(C2CCCCC2)C3CCCCC3.C1CCC(CC1)P(C2CCCCC2)C3CCCCC3.Cl[Pd]Cl (trans-Dichlorobis(tricyclohexylphosphine)palladium(II)). Run in O (water), CCOC(=O)C (EtOAc), C1COCCO1 (Dioxane-1,4). Reaction conditions: temperature 100 celsius. Product: CN1N=CC(=C1)C=1C=C(C=CC1)C1=NC=C(C=N1)C=1C=NN(C1)[C@@H]1CC[C@H](CC1)O (Trans-4-(4-{2-[3-(1-Methyl-1H-pyrazol-4-yl)-phenyl]-pyrimidin-5-yl}-pyrazol-1-yl)-cyclohexanol). Isolated yield 61.9%. As a reaction SMILES: FC(F)(F)C(N1C[CH2:9][CH:8]([N:11]2[CH:15]=[C:14]([C:16]3[CH:17]=[N:18][C:19]([C:22]4[CH:27]=[CH:26][CH:25]=[C:24]([C:28]5[CH:29]=[N:30][N:31]([CH3:33])[CH:32]=5)[CH:23]=4)=[N:20][CH:21]=3)[CH:13]=[N:12]2)[CH2:7][CH2:6]1)=O.[CH3:36][C:37]1(C)C(C)(C)OB(B2OC(C)(C)C(C)(C)O2)[O:38]1.C([O-])(=O)C.[K+].IC1C=NN([C@H]2CC[C@H](O)CC2)C=1.C(=O)([O-])[O-].[K+].[K+]>CCOC(C)=O.C1CCC(P(C2CCCCC2)C2CCCCC2)CC1.C1CCC(P(C2CCCCC2)C2CCCCC2)CC1.Cl[Pd]Cl.O.C1OCCOC1>[CH3:33][N:31]1[CH:32]=[C:28]([C:24]2[CH:23]=[C:22]([C:19]3[N:18]=[CH:17][C:16]([C:14]4[CH:13]=[N:12][N:11]([C@H:8]5[CH2:7][CH2:6][C@H:37]([OH:38])[CH2:36][CH2:9]5)[CH:15]=4)=[CH:21][N:20]=3)[CH:27]=[CH:26][CH:25]=2)[CH:29]=[N:30]1 |f:2.3,5.6.7,9.10.11|. Procedure: 5-Bromo-2-[3-(1-methyl-1H-pyrazol-4-yl)-phenyl]-pyrimidine (intermediate 2; 700 mg; 2.22 mmol; 1.0 eq.), 4,4,5,5,4′,4′,5′,5′-Octamethyl-[2,2′]bi[[1,3,2]dioxaborolanyl](620 mg; 2.44 mmol; 1.1 eq.), Potassium acetate (327 mg; 3.33 mmol; 1.5 eq.) and trans-Dichlorobis(tricyclohexylphosphine)palladium(II), 99% (16.4 mg; 0.02 mmol; 0.01 eq.) were flushed with nitrogen for 10 min before the addition of Dioxane-1,4 (15 mL). The reaction mixture was then heated at reflux under nitrogen for 4 h. The temp...